From a dataset of the Open Reaction Database (ORD), a public repository of structured organic reaction records. describe an organic reaction: reactants, conditions, products, and yield The reactants are ClC=1C=C(C=CC1Cl)O (3,4-dichlorophenol), C1(=CC=CC=C1)[Si]1(CCC(CC1)C1=CC=C(C(=O)O)C=C1)CCCCCOC (4-(4-phenyl-4-(5-methoxypentyl)-4-silacyclohexyl)benzoic acid). Yields the product COCCCCC[Si@@H]1CC[C@H](CC1)C1=CC=C(C(=O)OC2=CC(=C(C=C2)Cl)Cl)C=C1 ((3,4-dichlorophenyl) trans-4-(4-(5-methoxypentyl)-4-silacyclohexyl)benzoate). Reaction SMILES: [Cl:1][C:2]1[CH:3]=[C:4]([OH:9])[CH:5]=[CH:6][C:7]=1[Cl:8].C1([Si:16]2([CH2:31][CH2:32][CH2:33][CH2:34][CH2:35][O:36][CH3:37])[CH2:21][CH2:20][CH:19]([C:22]3[CH:30]=[CH:29][C:25]([C:26](O)=[O:27])=[CH:24][CH:23]=3)[CH2:18][CH2:17]2)C=CC=CC=1>>[CH3:37][O:36][CH2:35][CH2:34][CH2:33][CH2:32][CH2:31][Si@H:16]1[CH2:17][CH2:18][C@H:19]([C:22]2[CH:23]=[CH:24][C:25]([C:26]([O:9][C:4]3[CH:5]=[CH:6][C:7]([Cl:8])=[C:2]([Cl:1])[CH:3]=3)=[O:27])=[CH:29][CH:30]=2)[CH2:20][CH2:21]1. Procedure: The general procedure of Example 3 was repeated using 3,4-dichlorophenol and 4-(4-phenyl-4-(5-methoxypentyl)-4-silacyclohexyl)benzoic acid, thereby obtaining the intended product. Starting materials: N([C@H](CC1=CNC2=CC=CC=C12)C(=O)N[C@@H](CC(C)C)C(=O)N[C@@H](CCSC)C(=O)N)C(=O)OC(C)(C)C (BocDTrp-Leu-MetNH2), C(C)(S)S (ethanedithiol), FC(C(=O)O)(F)F (trifluoroacetic acid), CSC (methyl sulfide). Yields the product N[C@H](CC1=CNC2=CC=CC=C12)C(=O)N[C@@H](CC(C)C)C(=O)N[C@@H](CCSC)C(=O)N.FC(F)(F)C(=O)O (HDTrp-Leu-MetNH2 trifluoroacetate). The yield is 100.0%. Reaction SMILES: [NH:1](C(OC(C)(C)C)=O)[C@@H:2]([C:13]([NH:15][C@H:16]([C:21]([NH:23][C@H:24]([C:29]([NH2:31])=[O:30])[CH2:25][CH2:26][S:27][CH3:28])=[O:22])[CH2:17][CH:18]([CH3:20])[CH3:19])=[O:14])[CH2:3][C:4]1[C:12]2[C:7](=[CH:8][CH:9]=[CH:10][CH:11]=2)[NH:6][CH:5]=1.[F:39][C:40]([F:45])([F:44])[C:41]([OH:43])=[O:42].CSC.C(S)(S)C>>[NH2:1][C@@H:2]([C:13]([NH:15][C@H:16]([C:21]([NH:23][C@H:24]([C:29]([NH2:31])=[O:30])[CH2:25][CH2:26][S:27][CH3:28])=[O:22])[CH2:17][CH:18]([CH3:20])[CH3:19])=[O:14])[CH2:3][C:4]1[C:12]2[C:7](=[CH:8][CH:9]=[CH:10][CH:11]=2)[NH:6][CH:5]=1.[F:39][C:40]([C:41]([OH:43])=[O:42])([F:45])[F:44] |f:4.5|. Procedure details: Condensation of BocDTrpOPFP (4.70 g.) and HLeu-MetNH2 hydrochloride salt (Example 1, 2.98 g.) by the activated ester method using ethyldiisopropylamine gave BocDTrp-Leu-MetNH2 in 71% yield. De-t-butoxycarbonylation of BocDTrp-Leu-MetNH2 using trifluoroacetic acid, methyl sulfide, and ethanedithiol gave HDTrp-Leu-MetNH2 trifluoroacetate salt in 100% yield. Condensation of BocD,LBpaOH (2.95 g.) and HDTrp-Leu-MetNH2 trifluoroacetate salt (3.79 g.) by the mixed anhydride method using diphenylphosphi... Reactants: BrC=1C=C(SC1)[C@@]12NOC[C@@H]1COCC2 ((±)-(3aS*,7aS*)-7a-(4-bromo-thiophen-2-yl)-hexahydro-pyrano[4,3-c]isoxazole). The reagents and catalysts are [Zn] (Zinc). The solvent is C(C)(=O)O (acetic acid). Reaction conditions: time 8 hour. The product is N[C@@]1([C@@H](COCC1)CO)C=1SC=C(C1)Br ((±)-[(3R*,4S*)-4-amino-4-(4-bromo-thiophen-2-yl)-tetrahydro-pyran-3-yl]methanol). Isolated yield 87.9%. RXN SMILES: [Br:1][C:2]1[CH:3]=[C:4]([C@:7]23[CH2:15][CH2:14][O:13][CH2:12][C@H:11]2[CH2:10][O:9][NH:8]3)[S:5][CH:6]=1>C(O)(=O)C.[Zn]>[NH2:8][C@@:7]1([C:4]2[S:5][CH:6]=[C:2]([Br:1])[CH:3]=2)[CH2:15][CH2:14][O:13][CH2:12][C@H:11]1[CH2:10][OH:9]. Reported procedure: Zinc (374 mg) was added to a solution of (±)-(3aS*,7aS*)-7a-(4-bromo-thiophen-2-yl)-hexahydro-pyrano[4,3-c]isoxazole (166 mg) in acetic acid (5 mL), and the mixture was stirred at room temperature overnight. The insoluble matter was removed by filtration through celite, and the solvent was evaporated under reduced pressure. Ice was added to the residue, followed by neutralization with a 2 N sodium hydroxide solution. The aqueous layer was extracted with ethyl acetate, and the organic layer was d... The reactants are O1C=NC=C1 (oxazole), palladium(0)tetrakis(triphenylphosphine), IC=1C=C(C(=O)OC)C=C(C1)C(=O)N(CCC)C (methyl 3-iodo-5-{[methyl(propyl)amino]carbonyl}benzoate), C(CCC)[Li] (n-butyllithium), O.[OH-].[Li+] (lithium hydroxide monohydrate). The reagents and catalysts are [Cl-].[Zn+2].[Cl-] (zinc chloride). The solvent is C(Cl)(Cl)Cl (chloroform), O1CCCC1 (tetrahydrofuran), O1CCCC1 (tetrahydrofuran), C(C)(=O)OCC (ethyl acetate), O1CCCC1.CO.O (tetrahydrofuran methanol water). Run at temperature 0 celsius, time 30 minute. Product: CN(C(=O)C=1C=C(C(=O)O)C=C(C1)C=1OC=CN1)CCC (3-{[Methyl(propyl)amino]carbonyl}-5-(1,3-oxazol-2-yl)benzoic acid). Reaction SMILES: [O:1]1[CH:5]=[CH:4][N:3]=[CH:2]1.C([Li])CCC.I[C:12]1[CH:13]=[C:14]([CH:19]=[C:20]([C:22]([N:24]([CH3:28])[CH2:25][CH2:26][CH3:27])=[O:23])[CH:21]=1)[C:15]([O:17]C)=[O:16].O.[OH-].[Li+]>O1CCCC1.C(OCC)(=O)C.O1CCCC1.CO.O.C(Cl)(Cl)Cl.[Cl-].[Zn+2].[Cl-]>[CH3:28][N:24]([CH2:25][CH2:26][CH3:27])[C:22]([C:20]1[CH:19]=[C:14]([CH:13]=[C:12]([C:2]2[O:1][CH:5]=[CH:4][N:3]=2)[CH:21]=1)[C:15]([OH:17])=[O:16])=[O:23] |f:3.4.5,8.9.10,12.13.14|. Procedure details: To a −70° C. stirred solution of oxazole (330 mg, 4.8 mmol) in tetrahydrofuran (4 mL) is added n-butyllithium (1.6 M in hexanes, 3.3 mL, 5.3 mmol). After 30 min, zinc chloride (1 M in diethyl ether, 14.5 mL, 14.5 mmol) is added and the reaction mixture is warmed to 0° C. for 1 h. To this mixture is added a solution of methyl 3-iodo-5-{[methyl(propyl)amino]carbonyl}benzoate (1.6 g, 4.5 mmol) in anhydrous tetrahydrofuran (3 mL) followed by palladium(0)tetrakis(triphenylphosphine) (221 mg, 0.19 mmo... Reactants: ClC1=C(C=C2C(C(=CN(C2=C1)C1CC1)C(=O)O)=O)F (7-chloro-1-cyclopropyl-6-fluoro-1,4-dihydro-4-oxo-3-quinolinecarboxylic acid), OC1C(COC(OC1)(C)C)N1CCNCC1 (1-(6-hydroxy-2,2-dimethyl-1,3-dioxepan-5-yl)-piperazine), N12CCN(CC1)CC2 (1,4-diazabicyclo[2.2.2]octane). Run in CS(=O)C (dimethyl sulphoxide). The product is C1(CC1)N1C=C(C(C2=CC(=C(C=C12)N1CCN(CC1)C1COC(OCC1O)(C)C)F)=O)C(=O)O (1-cyclopropyl-6-fluoro-1,4-dihydro-7-[4-(6-hydroxy-2,2-dimethyl-1,3-dioxepan-5-yl)-1-piperazinyl]-4-oxo-3-quinolinecarboxylic acid). Isolated yield 10.5%. As a reaction SMILES: Cl[C:2]1[CH:11]=[C:10]2[C:5]([C:6](=[O:18])[C:7]([C:15]([OH:17])=[O:16])=[CH:8][N:9]2[CH:12]2[CH2:14][CH2:13]2)=[CH:4][C:3]=1[F:19].[OH:20][CH:21]1[CH2:27][O:26][C:25]([CH3:29])([CH3:28])[O:24][CH2:23][CH:22]1[N:30]1[CH2:35][CH2:34][NH:33][CH2:32][CH2:31]1.N12CCN(CC1)CC2>CS(C)=O>[CH:12]1([N:9]2[C:10]3[C:5](=[CH:4][C:3]([F:19])=[C:2]([N:33]4[CH2:34][CH2:35][N:30]([CH:22]5[CH:21]([OH:20])[CH2:27][O:26][C:25]([CH3:29])([CH3:28])[O:24][CH2:23]5)[CH2:31][CH2:32]4)[CH:11]=3)[C:6](=[O:18])[C:7]([C:15]([OH:17])=[O:16])=[CH:8]2)[CH2:14][CH2:13]1. Procedure: 2.8 g (10 mmol) of 7-chloro-1-cyclopropyl-6-fluoro-1,4-dihydro-4-oxo-3-quinolinecarboxylic acid are heated at 140° in 30 ml of dimethyl sulphoxide with 2.5 g (11 mmol) of 1-(6-hydroxy-2,2-dimethyl-1,3-dioxepan-5-yl)-piperazine and 2.25 g (20 mmol) of 1,4-diazabicyclo[2.2.2]octane for 4 hours, the reaction mixture is concentrated, the resulting oil is diluted with 20 ml of methanol and the pH is brought to 5 with 2N hydrochloric acid. The precipitate which has separated out is recrystallized from... Starting materials: [OH-].[Na+] (sodium hydroxide), SC=1SC(=NN1)S (2,5-dimercapto-1,3,4-thiadiazole), BrC(C(=O)OCC)CC (ethyl bromobutyrate). Solvent: CO.O (methanol water). Reaction conditions: time 3 hour. Yields the product SC1=NN=C(S1)SC(CC(=O)OCC)C (ethyl 3-[(5-mercapto-1,3,4-thiadiazol-2-yl)thio]butyrate). Yield: 76.5%. RXN SMILES: [OH-].[Na+].[SH:3][C:4]1[S:5][C:6]([SH:9])=[N:7][N:8]=1.Br[CH:11]([CH2:17][CH3:18])[C:12]([O:14][CH2:15][CH3:16])=[O:13]>CO.O>[SH:9][C:6]1[S:5][C:4]([S:3][CH:17]([CH3:18])[CH2:11][C:12]([O:14][CH2:15][CH3:16])=[O:13])=[N:8][N:7]=1 |f:0.1,4.5|. Procedure details: To a solution of 9.92 g of sodium hydroxide in 160 ml of methanol-water (10:1) was added 37.2 g of 2,5-dimercapto-1,3,4-thiadiazole to dissolve. Then 40 g of ethyl bromobutyrate was added to the solution followed by stirring for 3 hours. The reaction mixture was settled overnight. The formed solid was taken by filtration, washed with methanol-water (10:1) and dried under reduced pressure to obtain 41.5 g of ethyl 3-[(5-mercapto-1,3,4-thiadiazol-2-yl)thio]butyrate. Melting point: 107°~108° C. The reactants are NC=1N(C(=C(C1C#N)C)C)C1=C(C=C(C=C1C)C)C (2-amino-4,5-dimethyl-1-(2,4,6-trimethylphenyl)-1H-pyrrole-3-carbonitrile), C(C)(=O)OC(C)=O (acetic anhydride), crude material. Solvent: C(C)(=O)O (acetic acid). The product is C(#N)C1=C(N(C(=C1C)C)C1=C(C=C(C=C1C)C)C)NC(C)=O (N-[3-cyano-4,5-dimethyl-1-(2,4,6-trimethyphenyl)-1H-pyrrol-2-yl]-acetamide). RXN SMILES: [NH2:1][C:2]1[N:3]([C:11]2[C:16]([CH3:17])=[CH:15][C:14]([CH3:18])=[CH:13][C:12]=2[CH3:19])[C:4]([CH3:10])=[C:5]([CH3:9])[C:6]=1[C:7]#[N:8].[C:20](OC(=O)C)(=[O:22])[CH3:21]>C(O)(=O)C>[C:7]([C:6]1[C:5]([CH3:9])=[C:4]([CH3:10])[N:3]([C:11]2[C:16]([CH3:17])=[CH:15][C:14]([CH3:18])=[CH:13][C:12]=2[CH3:19])[C:2]=1[NH:1][C:20](=[O:22])[CH3:21])#[N:8]. Reported procedure: The title compound was prepared as a tan solid by the procedure analogous to that of Example 1A starting with the compound of step A and acetic anhydride in acetic acid. The crude material was pure and used directly for the next cyclization step. 1H NMR (CDCl3) δ 1.75(s, 3H), 1.80(s, 6H), 1.95(s, 3H), 2.18(s, 3H), 2.30(s, 3H), 6.60(brs, 1H), 6.93(s, 2H) ppm.